This data is from the Open Reaction Database (ORD), a public repository of structured organic reaction records. The task is: describe an organic reaction: reactants, conditions, products, and yield Starting materials: N(=O)[O-].[Na+] (NaNO2), NC1=C(C(=CC(=C1OC)Cl)F)N1C(N(C(=CC1=O)C(F)(F)F)C)=O (3-(2-Amino-4-chloro-6-fluoro-3-methoxyphenyl)-1-methyl-6-trifluoromethyl-2,4(1H, 3H)-pyrimidinedione), O.O.Cl[Sn]Cl (SnCl2.2H2O). The solvent is Cl (hydrochloric acid). Conditions: temperature -15 celsius, time 20 minute. The product is ClC1=C(C(=C(C(=C1)F)N1C(N(C(=CC1=O)C(F)(F)F)C)=O)NN)OC (3-[4-chloro-2-diazanyl-6-fluoro-3-methoxyphenyl]-1-methyl-6-trifluoromethyl-2,4(1H, 3H)-pyrimidinedione). As a reaction SMILES: [NH2:1][C:2]1[C:7]([O:8][CH3:9])=[C:6]([Cl:10])[CH:5]=[C:4]([F:11])[C:3]=1[N:12]1[C:17](=[O:18])[CH:16]=[C:15]([C:19]([F:22])([F:21])[F:20])[N:14]([CH3:23])[C:13]1=[O:24].[N:25]([O-])=O.[Na+].O.O.Cl[Sn]Cl>Cl>[Cl:10][C:6]1[CH:5]=[C:4]([F:11])[C:3]([N:12]2[C:17](=[O:18])[CH:16]=[C:15]([C:19]([F:22])([F:21])[F:20])[N:14]([CH3:23])[C:13]2=[O:24])=[C:2]([NH:1][NH2:25])[C:7]=1[O:8][CH3:9] |f:1.2,3.4.5|. Procedure details: 3-(2-Amino-4-chloro-6-fluoro-3-methoxyphenyl)-1-methyl-6-trifluoromethyl-2,4(1H, 3H)-pyrimidinedione (0.9 g, 2.4 mmol) was dissolved in conc. hydrochloric acid (5 ml) and the mixture cooled to −15° C., a solution of NaNO2 (0.2 g in 2 ml of H2O) was added slowly. After stirred for 20 min, a solution of SnCl2.2H2O (1.5 g in 4 ml of conc. hydrochloric acid) was added and the reaction continued at −15° C. for 30 min, then at room temperature for 30 min. The aqueous mixture was extracted with ethyl a... The reactants are C[Si](C)(C)[N-][Si](C)(C)C.[Li+] (lithium bis(trimethylsilyl)amide), C(=O)(OC(C)(C)C)N[C@@H](CC1=CC=CC=C1)[C@@H]1CCC(O1)=O (5(S)-[1(S)-(Boc-amino)-2-phenylethyl]-dihydrofuran-2-(3H)-one), FC1=C(CBr)C=CC=C1 (o-fluorobenzyl bromide), CCCCCC.C(C)(=O)OCC (hexane ethyl acetate). The solvent is C1CCOC1 (THF), C1CCOC1 (THF). Yields the product C(=O)(OC(C)(C)C)N[C@@H](CC1=CC=CC=C1)[C@@H]1C[C@H](C(O1)=O)CC1=C(C=CC=C1)F (5(S)-[1(S)-(Boc-amino)-2-phenyl-ethyl]-3(R)-(o-fluorophenylmethyl)-dihydrofuran-2-(3H)-one). As a reaction SMILES: [C:1]([NH:8][C@H:9]([C@H:17]1[O:21][C:20](=[O:22])[CH2:19][CH2:18]1)[CH2:10][C:11]1[CH:16]=[CH:15][CH:14]=[CH:13][CH:12]=1)([O:3][C:4]([CH3:7])([CH3:6])[CH3:5])=[O:2].C[Si]([N-][Si](C)(C)C)(C)C.[Li+].[F:33][C:34]1[CH:41]=[CH:40][CH:39]=[CH:38][C:35]=1[CH2:36]Br.CCCCCC.C(OCC)(=O)C>C1COCC1>[C:1]([NH:8][C@H:9]([C@H:17]1[O:21][C:20](=[O:22])[C@H:19]([CH2:36][C:35]2[CH:38]=[CH:39][CH:40]=[CH:41][C:34]=2[F:33])[CH2:18]1)[CH2:10][C:11]1[CH:16]=[CH:15][CH:14]=[CH:13][CH:12]=1)([O:3][C:4]([CH3:6])([CH3:7])[CH3:5])=[O:2] |f:1.2,4.5|. Procedure details: Analogously to Example 21 D) 1)c), 5.0 g (16.37 mmol) of 5(S)-[1(S)-(Boc-amino)-2-phenylethyl]-dihydrofuran-2-(3H)-one [Example 21 D) 1)b)] dissolved in 75 ml of THF are deprotonated at -75° C. with 32.7 ml of lithium bis(trimethylsilyl)amide 1M in THF and alkylated starting at -75° C. with 2.1 ml (18.0 mmol) of o-fluorobenzyl bromide (Fluka; Buchs/Switzerland) (warming up during 60 min up to max. -60° C.). Column chromatography (SiO2, hexane/ethyl acetate 3:1) yields the title compound: TLC Rf ... Starting materials: ClC1=NC(=NC(=N1)Cl)Cl (2,4,6-trichloro-1,3,5-triazine), C[Mg]Cl (MeMgCl). Solvent: C(Cl)Cl (CH2Cl2). Run at time 0.5 hour. Yields the product ClC1=NC(=NC(=N1)Cl)C (2,4-dichloro-6-methyl-1,3,5-triazine). Isolated yield 90.0%. Reaction SMILES: [Cl:1][C:2]1[N:7]=[C:6]([Cl:8])[N:5]=[C:4](Cl)[N:3]=1.[CH3:10][Mg]Cl>C(Cl)Cl>[Cl:1][C:2]1[N:7]=[C:6]([Cl:8])[N:5]=[C:4]([CH3:10])[N:3]=1. Procedure details: To a solution of 2,4,6-trichloro-1,3,5-triazine (1.0 g, 5.4 mmol) in CH2Cl2 (17 mL) was added MeMgCl (1.8 mL) drop wise and the reaction mixture was stirred at RT for 0.5 h. The reaction mixture was quenched with saturated NH4Cl solution and extracted with EtOAc (2×50 mL). The organic extracts were washed with brine, dried over anhydrous sodium sulfate and concentrated under reduced pressure to obtain 2,4-dichloro-6-methyl-1,3,5-triazine (0.800 g, 90%) as a solid. The crude material was taken to... The reactants are NC1=CC2=C(N(C(=N2)C2=CC=CC=C2)C2=CC=CC=C2)C=C1 (5-Amino-1,2-diphenyl-1H-benzimidazole), C1(=CC=CC=C1)CS(=O)(=O)Cl (benzenemethanesulfonic acid chloride). The product is C1(=CC=CC=C1)N1C(=NC2=C1C=CC(=C2)NS(=O)(=O)CC2=CC=CC=C2)C2=CC=CC=C2 (N-(1,2-Diphenyl-1H-benzimidazol-5-yl)benzenemethanesulfonamide). RXN SMILES: [NH2:1][C:2]1[CH:22]=[CH:21][C:5]2[N:6]([C:15]3[CH:20]=[CH:19][CH:18]=[CH:17][CH:16]=3)[C:7]([C:9]3[CH:14]=[CH:13][CH:12]=[CH:11][CH:10]=3)=[N:8][C:4]=2[CH:3]=1.[C:23]1([CH2:29][S:30](Cl)(=[O:32])=[O:31])[CH:28]=[CH:27][CH:26]=[CH:25][CH:24]=1>>[C:15]1([N:6]2[C:5]3[CH:21]=[CH:22][C:2]([NH:1][S:30]([CH2:29][C:23]4[CH:28]=[CH:27][CH:26]=[CH:25][CH:24]=4)(=[O:32])=[O:31])=[CH:3][C:4]=3[N:8]=[C:7]2[C:9]2[CH:14]=[CH:13][CH:12]=[CH:11][CH:10]=2)[CH:16]=[CH:17][CH:18]=[CH:19][CH:20]=1. Procedure: 5-Amino-1,2-diphenyl-1H-benzimidazole was reacted with benzenemethanesulfonic acid chloride according to general operating instructions 13. The reactants are [Li]CCCC, COC(=O)Cc1ccc(Cl)c([N+](=O)[O-])c1, CN1CCCN(C)C1=O, CC(C)NC(C)C, ICC1CCCC1, C1CCOC1. Product: COC(=O)C(CC1CCCC1)c1ccc(Cl)c([N+](=O)[O-])c1. As a reaction SMILES: [CH2:8]([Li:9])[CH2:10][CH2:11][CH3:12].[CH3:13][O:14][C:15]([CH2:16][c:17]1[cH:18][c:19]([N+:24](=[O:25])[O-:26])[c:20]([Cl:23])[cH:21][cH:22]1)=[O:27].[CH3:40][N:41]1[CH2:42][CH2:43][CH2:44][N:45]([CH3:46])[C:47]1=[O:48].[CH:1]([NH:2][CH:3]([CH3:4])[CH3:5])([CH3:6])[CH3:7].[I:28][CH2:29][CH:30]1[CH2:31][CH2:32][CH2:33][CH2:34]1.[O:35]1[CH2:36][CH2:37][CH2:38][CH2:39]1>>[CH3:13][O:14][C:15]([CH:16]([c:17]1[cH:18][c:19]([N+:24](=[O:25])[O-:26])[c:20]([Cl:23])[cH:21][cH:22]1)[CH2:29][CH:30]1[CH2:31][CH2:32][CH2:33][CH2:34]1)=[O:27].